This data is from the Open Reaction Database (ORD), a public repository of structured organic reaction records. The task is: describe an organic reaction: reactants, conditions, products, and yield Reactants: CN(C)CCNC(=O)NCCN(C)C (1,3-bis(dimethylaminoethyl)urea), Cl (hydrochloric acid). Run in O (water). Product: Cl.Cl.CN(CCNC(=O)NCCN(C)C)C (1,3-bis(2-dimethylaminoethyl)urea dihydrochloride). RXN SMILES: [CH3:1][N:2]([CH2:4][CH2:5][NH:6][C:7]([NH:9][CH2:10][CH2:11][N:12]([CH3:14])[CH3:13])=[O:8])[CH3:3].[ClH:15]>O>[ClH:15].[ClH:15].[CH3:13][N:12]([CH3:14])[CH2:11][CH2:10][NH:9][C:7]([NH:6][CH2:5][CH2:4][N:2]([CH3:3])[CH3:1])=[O:8] |f:3.4.5|. Procedure: A one-liter, four-necked reaction flask fitted with a reflux condenser, mechanical stirrer, thermometer and a dropping funnel was charged with 101.1 g (0.5 mole) of 1,3-bis(2-dimethylaminoethyl)urea prepared in Example 1 and 167.7 g of water. The solution was chilled by immersion in an ice-water bath, and 98.7 g (1.0 mole) of 37 percent hydrochloric acid was added at such a rate as to keep the temperature below 48° C. To the well-agitated 1,3-bis(2-dimethylaminoethyl)urea dihydrochloride solutio... The reactants are C(C)(C)(C)OC(N(C1=CC=NC=C1)CCOC1=CC(=CC(=C1)Cl)C(N(C1CCCC1)CC=C)=O)=O ({2-[3-(allyl-cyclopentyl-carbamoyl)-5-chloro-phenoxy]-ethyl}-pyridin-4-yl-carbamic-acid tert-butyl ester). The reagents and catalysts are [Pd] (Pd on carbon). The solvent is C1(=CC=CC=C1)C (toluene). Run at time 2 hour. The product is C(C)(C)(C)OC(N(C1=CC=NC=C1)CCOC1=CC(=CC(=C1)Cl)C(N(C1CCCC1)CCC)=O)=O ({2-[3-(Propyl-cyclopentyl-carbamoyl)-5-chloro-phenoxy]-ethyl}-pyridin-4-yl-carbamic acid tert-butyl ester). The yield is 99.6%. As a reaction SMILES: [C:1]([O:5][C:6](=[O:35])[N:7]([CH2:14][CH2:15][O:16][C:17]1[CH:22]=[C:21]([Cl:23])[CH:20]=[C:19]([C:24](=[O:34])[N:25]([CH2:31][CH:32]=[CH2:33])[CH:26]2[CH2:30][CH2:29][CH2:28][CH2:27]2)[CH:18]=1)[C:8]1[CH:13]=[CH:12][N:11]=[CH:10][CH:9]=1)([CH3:4])([CH3:3])[CH3:2]>C1(C)C=CC=CC=1.[Pd]>[C:1]([O:5][C:6](=[O:35])[N:7]([CH2:14][CH2:15][O:16][C:17]1[CH:22]=[C:21]([Cl:23])[CH:20]=[C:19]([C:24](=[O:34])[N:25]([CH2:31][CH2:32][CH3:33])[CH:26]2[CH2:27][CH2:28][CH2:29][CH2:30]2)[CH:18]=1)[C:8]1[CH:9]=[CH:10][N:11]=[CH:12][CH:13]=1)([CH3:2])([CH3:3])[CH3:4]. Procedure: A suspension of 5% Pd on carbon (0.01 g) in a solution of {2-[3-(allyl-cyclopentyl-carbamoyl)-5-chloro-phenoxy]-ethyl}-pyridin-4-yl-carbamic-acid tert-butyl ester (0.07 g) in toluene (10 ml) was stirred under an atmosphere of hydrogen for 2 h. The catalyst was filtered through diatomaceous earth and the filtrate evaporated to give the title compound as a pale yellow gum (0.07 g). As a reaction SMILES: [C:36]([BH3-:37])#[N:38].[CH3:47][OH:48].[CH:31]1([CH:34]=[O:35])[CH2:32][CH2:33]1.[F:1][C:2]([c:3]1[cH:4][c:5]([CH2:6][O:7][CH2:8][C:9]2([c:16]3[cH:17][cH:18][cH:19][cH:20][cH:21]3)[CH2:10][CH2:11][NH:12][CH2:13][CH2:14][CH2:15]2)[cH:22][c:23]([C:25]([F:26])([F:27])[F:28])[cH:24]1)([F:29])[F:30].[Na+:39].[OH:40][C:41]([C:42]([F:43])([F:44])[F:45])=[O:46]>>[F:1][C:2]([c:3]1[cH:4][c:5]([CH2:6][O:7][CH2:8][C:9]2([c:16]3[cH:17][cH:18][cH:19][cH:20][cH:21]3)[CH2:10][CH2:11][N:12]([CH2:34][CH:31]3[CH2:32][CH2:33]3)[CH2:13][CH2:14][CH2:15]2)[cH:22][c:23]([C:25]([F:26])([F:27])[F:28])[cH:24]1)([F:29])[F:30]. Product: FC(F)(F)c1cc(COCC2(c3ccccc3)CCCN(CC3CC3)CC2)cc(C(F)(F)F)c1. The reactants are [BH3-]C#N, CO, O=CC1CC1, FC(F)(F)c1cc(COCC2(c3ccccc3)CCCNCC2)cc(C(F)(F)F)c1, [Na+], O=C(O)C(F)(F)F. Reactants: CC(=O)OCC(CCn1cnc2cnc(N)nc21)COC(C)=O, O=C([O-])[O-], CC(=O)O, CO, [K+], [K+]. Yields the product CC(=O)OCC(CO)CCn1cnc2cnc(N)nc21. Reaction SMILES: [C:1]([CH3:2])(=[O:3])[O:4][CH2:5][CH:6]([CH2:7][CH2:8][n:9]1[c:10]2[n:11][c:12]([NH2:18])[n:13][cH:14][c:15]2[n:16][cH:17]1)[CH2:19][O:20][C:21](=[O:22])[CH3:23].[C:24](=[O:25])([O-:26])[O-:27].[CH3:30][C:31](=[O:32])[OH:33].[CH3:34][OH:35].[K+:28].[K+:29]>>[C:1]([CH3:2])(=[O:3])[O:4][CH2:5][CH:6]([CH2:7][CH2:8][n:9]1[c:10]2[n:11][c:12]([NH2:18])[n:13][cH:14][c:15]2[n:16][cH:17]1)[CH2:19][OH:20]. Starting materials: OC1=C(C=C(C=C1Cl)Cl)NC(C1=C(C=CC(=C1)[N+](=O)[O-])F)=O (N-(2-hydroxy-3,5-dichlorophenyl)-2-fluoro-5-nitrobenzamide), O.C1(=CC=C(C=C1)S(=O)(=O)O)C (p-toluenesulfonic acid monohydrate). The product is [N+](=O)([O-])C=1C=C(C(=CC1)F)C=1OC2=C(N1)C=C(C=C2Cl)Cl (2-(3-Nitro-6-fluorophenyl)-5,7-dichlorobenzoxazole). RXN SMILES: O[C:2]1[C:7]([Cl:8])=[CH:6][C:5]([Cl:9])=[CH:4][C:3]=1[NH:10][C:11](=[O:22])[C:12]1[CH:17]=[C:16]([N+:18]([O-:20])=[O:19])[CH:15]=[CH:14][C:13]=1[F:21].O.C1(C)C=CC(S(O)(=O)=O)=CC=1>>[N+:18]([C:16]1[CH:17]=[C:12]([C:11]2[O:22][C:2]3[C:7]([Cl:8])=[CH:6][C:5]([Cl:9])=[CH:4][C:3]=3[N:10]=2)[C:13]([F:21])=[CH:14][CH:15]=1)([O-:20])=[O:19] |f:1.2|. Procedure details: Prepared by the method of Example 15b), from N-(2-hydroxy-3,5-dichlorophenyl)-2-fluoro-5-nitrobenzamide (798 g, 2.3 mmol) and p-toluenesulfonic acid monohydrate (961 g, 5.1 mmol) the subtitle compound was obtained (597 mg, 79%). 1H NMR (DMSO) δ 9.00(t, 1H), 8.78(s, 1H), 8.24(dd, 1H), 7.97(s, 1H), 7.77(s, 1H), 7.09(d, 1H), 3.46(q, 2H), 1.73(m, 2H), 1.04(t, 3H). Starting materials: [Cl-].[Li+] (lithium chloride), ClC=1C=C(C(=O)N2CS(C3=C2C=CC=C3)(=O)=O)C=C(C1OC)OC(F)(F)F (3-(3-chloro-4-methoxy-5-trifluoromethoxybenzoyl)-1,1-dioxo-2,3-dihydro-1,3-benzothiazole), Cl (hydrochloric acid). The solvent is CN(C=O)C (N,N-dimethylformamide). Conditions: temperature 120 celsius, time 14 hour. Yields the product ClC=1C=C(C(=O)N2CS(C3=C2C=CC=C3)(=O)=O)C=C(C1O)OC(F)(F)F (3-(3-chloro-4-hydroxy-5-trifluoromethoxybenzoyl)-1,1-dioxo-2,3-dihydro-1,3-benzothiazole). The yield is 44.8%. RXN SMILES: [Cl:1][C:2]1[CH:3]=[C:4]([CH:18]=[C:19]([O:23][C:24]([F:27])([F:26])[F:25])[C:20]=1[O:21]C)[C:5]([N:7]1[C:11]2[CH:12]=[CH:13][CH:14]=[CH:15][C:10]=2[S:9](=[O:17])(=[O:16])[CH2:8]1)=[O:6].[Cl-].[Li+].Cl>CN(C)C=O>[Cl:1][C:2]1[CH:3]=[C:4]([CH:18]=[C:19]([O:23][C:24]([F:27])([F:26])[F:25])[C:20]=1[OH:21])[C:5]([N:7]1[C:11]2[CH:12]=[CH:13][CH:14]=[CH:15][C:10]=2[S:9](=[O:17])(=[O:16])[CH2:8]1)=[O:6] |f:1.2|. Reported procedure: 3-(3-chloro-4-methoxy-5-trifluoromethoxybenzoyl)-1,1-dioxo-2,3-dihydro-1,3-benzothiazole (420 mg) was dissolved in N,N-dimethylformamide (5 mL), and lithium chloride (421 mg) was added to the solution, and then the mixture was stirred at 120° C. for 14 hours. To the reaction solution, 1N hydrochloric acid was added, and then the mixture was extracted with ethyl acetate. The organic layer was washed with 1N hydrochloric acid and saturated brine, and then dried over anhydrous sodium sulfate. The s... RXN SMILES: [OH:1][C:2]1[CH:11]=[CH:10][C:9]([NH2:12])=[CH:8][C:3]=1[C:4]([O:6][CH3:7])=[O:5].[C:13](OC(=O)C)(=[O:15])[CH3:14]>>[OH:1][C:2]1[CH:11]=[CH:10][C:9]([NH:12][C:13](=[O:15])[CH3:14])=[CH:8][C:3]=1[C:4]([O:6][CH3:7])=[O:5]. Conditions: temperature 100 celsius, time 5 minute. Isolated yield 74.0%. Yields the product OC1=C(C(=O)OC)C=C(C=C1)NC(C)=O (Methyl 2-hydroxy-5-acetamidobenzoate). Procedure details: Methyl 2-hydroxy-5-aminobenzoate (10 g, 60 mmole) was mixed with acetic anhydride (10 ml) and heated with stirring to 100° C. for 5 minutes. Subsequently the reaction mixture was cooled and concentrated to dryness, in vacuo. The remaining material was recrystallized from ethanol-water (1:1) with activated carbon, to give the title compound (9.7 g, 74%), m.p. 147°-148° C. Found (Calc. for C10H11NO4) C 57.01 (57.42), H 5.27 (5.26), N 6.76 (6.70). Reactants: OC1=C(C(=O)OC)C=C(C=C1)N (Methyl 2-hydroxy-5-aminobenzoate), C(C)(=O)OC(C)=O (acetic anhydride). Procedure details: Using analogous reagents and reaction conditions as described in Example 1 above, 1-(4-cyclopropylpyridin-3-yl)imidazolidin-2-one (I-1d: 100 mg, 0.491 mmol) was reacted with 5-bromo-2-chloro-benzo[b]thiophene- (134.6 mg, 0.541 mmol), copper iodide (9.3 mg, 0.049 mmol), trans-N,N′-dimethylcyclohexane-1,2-diamine (7.0 mg, 0.0491 mmol), potassium phosphate (260.9 mg, 1.23 mmol) and 1,4-dioxane (5 mL to yield the crude product. Purification by column chromatography on silica gel (1.5% methanol in DC... Yield: 33.0%. Product: ClC1=CC2=C(S1)C=CC(=C2)N2C(N(CC2)C=2C=NC=CC2C2CC2)=O (1-(2-chlorobenzo[b]thiophen-5-yl)-3-(4-cyclopropylpyridin-3-yl)imidazolidin-2-one). Solvent: O1CCOCC1 (1,4-dioxane). RXN SMILES: [CH:1]1([C:4]2[CH:9]=[CH:8][N:7]=[CH:6][C:5]=2[N:10]2[CH2:14][CH2:13][NH:12][C:11]2=[O:15])[CH2:3][CH2:2]1.Br[C:17]1[CH:26]=[CH:25][C:20]2[S:21][C:22]([Cl:24])=[CH:23][C:19]=2[CH:18]=1.CN[C@@H]1CCCC[C@H]1NC.P([O-])([O-])([O-])=O.[K+].[K+].[K+]>[Cu](I)I.O1CCOCC1>[Cl:24][C:22]1[S:21][C:20]2[CH:25]=[CH:26][C:17]([N:12]3[CH2:13][CH2:14][N:10]([C:5]4[CH:6]=[N:7][CH:8]=[CH:9][C:4]=4[CH:1]4[CH2:3][CH2:2]4)[C:11]3=[O:15])=[CH:18][C:19]=2[CH:23]=1 |f:3.4.5.6|. Reactants: C1(CC1)C1=C(C=NC=C1)N1C(NCC1)=O (1-(4-cyclopropylpyridin-3-yl)imidazolidin-2-one), BrC1=CC2=C(SC(=C2)Cl)C=C1 (5-bromo-2-chloro-benzo[b]thiophene), CN[C@H]1[C@@H](CCCC1)NC (trans-N,N′-dimethylcyclohexane-1,2-diamine), P(=O)([O-])([O-])[O-].[K+].[K+].[K+] (potassium phosphate). The reagents and catalysts are [Cu](I)I (copper iodide).